Dataset: the Open Reaction Database (ORD), a public repository of structured organic reaction records. Task: describe an organic reaction: reactants, conditions, products, and yield Reactants: Fc1ccc(Br)cc1[Zn]I, CCI, CN(C)P(=O)(N(C)C)N(C)C. Yields the product CCc1cc(Br)ccc1F. As a reaction SMILES: [Br:4][c:5]1[cH:6][cH:7][c:8]([F:13])[c:9]([Zn:11][I:12])[cH:10]1.[CH2:1]([CH3:2])[I:3].[CH3:14][N:15]([CH3:16])[P:17]([N:18]([CH3:19])[CH3:20])([N:21]([CH3:22])[CH3:23])=[O:24]>>[CH2:1]([CH3:2])[c:9]1[c:8]([F:13])[cH:7][cH:6][c:5]([Br:4])[cH:10]1. Reactants: [Br-], O=Cc1nn2ccc(Cl)c2c(=O)n1Cc1ccccc1, C1CCOC1, C=C[Mg+]. Yields the product C=CC(O)c1nn2ccc(Cl)c2c(=O)n1Cc1ccccc1. RXN SMILES: [Br-:21].[CH2:1]([c:2]1[cH:3][cH:4][cH:5][cH:6][cH:7]1)[n:8]1[c:9]([CH:19]=[O:20])[n:10][n:11]2[c:12]([c:13]1=[O:14])[c:15]([Cl:18])[cH:16][cH:17]2.[CH2:25]1[O:26][CH2:27][CH2:28][CH2:29]1.[CH:22](=[CH2:23])[Mg+:24]>>[CH2:1]([c:2]1[cH:3][cH:4][cH:5][cH:6][cH:7]1)[n:8]1[c:9]([CH:19]([OH:20])[CH:22]=[CH2:23])[n:10][n:11]2[c:12]([c:13]1=[O:14])[c:15]([Cl:18])[cH:16][cH:17]2. Reactants: ClC1=NC2=CC=C(C=C2C=C1)Cl (2,6-dichloroquinoline), FC=1C=C(CN)C=CC1 (3-fluorobenzylamine), NC=1C=C(C=CC1)C(F)(F)F (3-aminobenzotrifluoride). Yields the product FC=1C=C(CNC2=NC3=CC=C(C=C3C=C2)NC2=CC(=CC=C2)C(F)(F)F)C=CC1 (N2-(3-Fluoro-benzyl)-N6-(3-trifluoromethyl-phenyl)-quinoline-2,6-diamine). RXN SMILES: Cl[C:2]1[CH:11]=[CH:10][C:9]2[C:4](=[CH:5][CH:6]=[C:7](Cl)[CH:8]=2)[N:3]=1.[F:13][C:14]1[CH:15]=[C:16]([CH:19]=[CH:20][CH:21]=1)[CH2:17][NH2:18].[NH2:22][C:23]1[CH:24]=[C:25]([C:29]([F:32])([F:31])[F:30])[CH:26]=[CH:27][CH:28]=1>>[F:13][C:14]1[CH:15]=[C:16]([CH:19]=[CH:20][CH:21]=1)[CH2:17][NH:18][C:2]1[CH:11]=[CH:10][C:9]2[C:4](=[CH:5][CH:6]=[C:7]([NH:22][C:23]3[CH:28]=[CH:27][CH:26]=[C:25]([C:29]([F:30])([F:31])[F:32])[CH:24]=3)[CH:8]=2)[N:3]=1. Reported procedure: The title compound, MS: m/e=412.3 (M+H+), was prepared in accordance with the general method of example 1 from 2,6-dichloroquinoline, 3-fluorobenzylamine and 3-aminobenzotrifluoride. Starting materials: C(C=C)OC(=O)[C@H]1[C@H](CN(CC1)CC1=C2C(=NC=NC2=CC=C1)SC)C(=O)OC ((3R,4R)-methyl 4-(allyloxycarbonyl)-1-((4-(methylthio)quinazolin-5-yl)methyl)piperidine-3-carboxylate), COC=1C=C(N)C=CC1 (3-methoxyaniline). The reagents and catalysts are [N+](=O)([O-])[O-].[Ag+] (AgNO3). The solvent is CC#N (CH3CN). Reaction conditions: temperature 70 celsius. The product is C(C=C)OC(=O)[C@H]1[C@H](CN(CC1)CC1=C2C(=NC=NC2=CC=C1)NC1=CC(=CC=C1)OC)C(=O)OC ((3R,4R)-methyl 4-(allyloxycarbonyl)-1-((4-(3-methoxyphenylamino)quinazolin-5-yl)methyl)piperidine-3-carboxylate). Reaction SMILES: [CH2:1]([O:4][C:5]([C@@H:7]1[CH2:12][CH2:11][N:10]([CH2:13][C:14]2[CH:23]=[CH:22][CH:21]=[C:20]3[C:15]=2[C:16](SC)=[N:17][CH:18]=[N:19]3)[CH2:9][C@@H:8]1[C:26]([O:28][CH3:29])=[O:27])=[O:6])[CH:2]=[CH2:3].[CH3:30][O:31][C:32]1[CH:33]=[C:34]([CH:36]=[CH:37][CH:38]=1)[NH2:35]>CC#N.[N+]([O-])([O-])=O.[Ag+]>[CH2:1]([O:4][C:5]([C@@H:7]1[CH2:12][CH2:11][N:10]([CH2:13][C:14]2[CH:23]=[CH:22][CH:21]=[C:20]3[C:15]=2[C:16]([NH:35][C:34]2[CH:36]=[CH:37][CH:38]=[C:32]([O:31][CH3:30])[CH:33]=2)=[N:17][CH:18]=[N:19]3)[CH2:9][C@@H:8]1[C:26]([O:28][CH3:29])=[O:27])=[O:6])[CH:2]=[CH2:3] |f:3.4|. Reported procedure: To a mixture of 15B (453 mg, 1.05 mmol), 3-methoxyaniline (142.5 mg, 1.16 mmol) in CH3CN (25 ml) was added AgNO3 (197 mg, 1.16 mmol). The mixture was heated at 70° C. for 30 min. After cooling to room temperature, the solid was removed by filtration through a pad of Celite and the filtrate was concentrated in vacuo. The residue was taken into with water, treated with saturated NaHCO3 and extracted with EtOAc (×3). The combined extracts were dried over anhydrous Na2SO4. Concentration in vacuo gav... Reactants: BrCC(=O)C1=CC(=C(C(=C1)[N+](=O)[O-])O)O (2-bromo-3',4'-dihydroxy-5'-nitroacetophenone), NNC(=S)N (thiosemicarbazide). Solvent: C(CCC)O (n-butanol). Yields the product Br.NC=1SCC(=NN1)C1=CC(=C(C(O)=C1)O)[N+](=O)[O-] (5-(2-amino-6H-1,3,4-thiadiazin-5-yl)-3-nitropyrocatechol hydrobromide). RXN SMILES: [Br:1][CH2:2][C:3]([C:5]1[CH:10]=[C:9]([N+:11]([O-:13])=[O:12])[C:8]([OH:14])=[C:7]([OH:15])[CH:6]=1)=O.[NH2:16][NH:17][C:18]([NH2:20])=[S:19]>C(O)CCC>[BrH:1].[NH2:20][C:18]1[S:19][CH2:2][C:3]([C:5]2[CH:6]=[C:7]([OH:15])[C:8]([OH:14])=[C:9]([N+:11]([O-:13])=[O:12])[CH:10]=2)=[N:16][N:17]=1 |f:3.4|. Reported procedure: A solution of 1.38 g of 2-bromo-3',4'-dihydroxy-5'-nitroacetophenone and 461 mg of thiosemicarbazide in 20 ml of n-butanol is heated to boiling under reflux for 60 minutes. After cooling to room temperature the crystals are filtered under suction and recrystallized from n-butanol. There is obtained 5-(2-amino-6H-1,3,4-thiadiazin-5-yl)-3-nitropyrocatechol hydrobromide of m.p. 265°-267°. Starting materials: CSC(=N)N[N+](=O)[O-], CCO, CNCc1cnc(Cl)s1. Yields the product CN(Cc1cnc(Cl)s1)C(=N)N[N+](=O)[O-]. RXN SMILES: [CH3:10][S:11][C:12]([NH:13][N+:14](=[O:15])[O-:16])=[NH:17].[CH3:18][CH2:19][OH:20].[Cl:1][c:2]1[s:3][c:4]([CH2:7][NH:8][CH3:9])[cH:5][n:6]1>>[Cl:1][c:2]1[s:3][c:4]([CH2:7][N:8]([CH3:9])[C:12]([NH:13][N+:14](=[O:15])[O-:16])=[NH:17])[cH:5][n:6]1. Reactants: NC=1SC(=CN1)SC1=CC=C(C=C1)NS(=O)(=O)C (2-amino-5-(4-methanesulfonylaminophenylthio)thiazole), ClC1=CC(=CC=C1)C(=O)OO (3-chloroperbenzoic acid). Run in C(Cl)(Cl)Cl (chloroform), C(Cl)(Cl)Cl (chloroform). Product: NC=1SC(=CN1)S(=O)C1=CC=C(C=C1)NS(=O)(=O)C (2-amino-5-(4-methanesulfonylaminophenylsulfinyl)thiazole). Yield: 92.6%. As a reaction SMILES: [NH2:1][C:2]1[S:3][C:4]([S:7][C:8]2[CH:13]=[CH:12][C:11]([NH:14][S:15]([CH3:18])(=[O:17])=[O:16])=[CH:10][CH:9]=2)=[CH:5][N:6]=1.ClC1C=CC=C(C(OO)=[O:27])C=1>C(Cl)(Cl)Cl>[NH2:1][C:2]1[S:3][C:4]([S:7]([C:8]2[CH:9]=[CH:10][C:11]([NH:14][S:15]([CH3:18])(=[O:17])=[O:16])=[CH:12][CH:13]=2)=[O:27])=[CH:5][N:6]=1. Procedure: To a mixture of 2-amino-5-(4-methanesulfonylaminophenylthio)thiazole (2.0 g) in chloroform (100 ml) was added dropwise the solution of 3-chloroperbenzoic acid (1.6 g) in chloroform (50 ml) at 5° C. under ice cooling with stirring. The mixture was stirred at 5° C. for 2.5 hours. The reaction mixture was washed with aqueous sodium bicarbonate and the precipitates were collected by filtration. The solid was washed with aqueous sodium bicarbonate and water, dried in vacuo to give 2-amino-5-(4-methan...